Dataset: the Open Reaction Database (ORD), a public repository of structured organic reaction records. Task: describe an organic reaction: reactants, conditions, products, and yield The reactants are Cl (hydrochloric acid), S(=O)(O)[O-].[Na+] (sodium hydrogen sulfite), ClC1=CC(=CC=C1)C(=O)OO (m-chloroperbenzoic acid), CN1C(CSC2=C1C=C(C=C2)NC(=O)C2=CC(=C(C=C2)C2=CC=CC=C2)CN2CCCCC2)=O (N-(4-methyl-3-oxo-3,4-dihydro-2H-1,4-benzothiazin-6-yl)-2-(piperidin-1-ylmethyl)biphenyl-4-carboxamide). Run in C(C)(=O)OCC (ethyl acetate), O (Water), O (water), CN(C(C)=O)C (N,N-dimethylacetamide), C(C)(=O)OCC (ethyl acetate). Run at time 24 hour. Product: Cl.CN1C(CS(C2=C1C=C(C=C2)NC(=O)C2=CC(=C(C=C2)C2=CC=CC=C2)CN2CCCCC2)(=O)=O)=O (N-(4-methyl-1,1-dioxo-3-oxo-3,4-dihydro-2H-1,4-benzothiazin-6-yl)-2-(piperidin-1-ylmethyl)biphenyl-4-carboxamide hydrochloride). Isolated yield 23.2%. Reaction SMILES: [CH3:1][N:2]1[C:7]2[CH:8]=[C:9]([NH:12][C:13]([C:15]3[CH:20]=[CH:19][C:18]([C:21]4[CH:26]=[CH:25][CH:24]=[CH:23][CH:22]=4)=[C:17]([CH2:27][N:28]4[CH2:33][CH2:32][CH2:31][CH2:30][CH2:29]4)[CH:16]=3)=[O:14])[CH:10]=[CH:11][C:6]=2S[CH2:4][C:3]1=[O:34].[Cl:35]C1C=CC=C(C(OO)=O)C=1.[S:46]([O-:49])(O)=[O:47].[Na+].Cl>CN(C)C(=O)C.C(OCC)(=O)C.O>[ClH:35].[CH3:1][N:2]1[C:7]2[CH:8]=[C:9]([NH:12][C:13]([C:15]3[CH:20]=[CH:19][C:18]([C:21]4[CH:22]=[CH:23][CH:24]=[CH:25][CH:26]=4)=[C:17]([CH2:27][N:28]4[CH2:33][CH2:32][CH2:31][CH2:30][CH2:29]4)[CH:16]=3)=[O:14])[CH:10]=[CH:11][C:6]=2[S:46](=[O:49])(=[O:47])[CH2:4][C:3]1=[O:34] |f:2.3,8.9|. Reported procedure: In 5 ml of N,N-dimethylacetamide was dissolved 230 mg of N-(4-methyl-3-oxo-3,4-dihydro-2H-1,4-benzothiazin-6-yl)-2-(piperidin-1-ylmethyl)biphenyl-4-carboxamide, and then 252 mg of m-chloroperbenzoic acid was added under ice cooling, followed by 24 hours of stirring at room temperature. To the reaction solution was added 5 ml of water and 1016 mg of sodium hydrogen sulfite as two divided portions, followed by 2 hours of stirring at room temperature. Water was added to the reaction system, the org...